Dataset: the Open Reaction Database (ORD), a public repository of structured organic reaction records. Task: describe an organic reaction: reactants, conditions, products, and yield Starting materials: O (Water), BrC1=C(C=2C(=NC(=CC2NS(=O)(=O)C2=CC(=CC=C2)Cl)C)S1)C1=CC(=CC=C1)OC (N-{2-Bromo-6-methyl-3-[3-(methyloxy)phenyl]thieno[2,3-b]pyridin-4-yl}-3-chlorobenzenesulfonamide), CC1=NNC=C1B1OC(C(O1)(C)C)(C)C (3-methyl-4-(4,4,5,5-tetramethyl-1,3,2-dioxaborolan-2-yl)-1H-pyrazole), C([O-])([O-])=O.[K+].[K+] (potassium carbonate). The reagents and catalysts are Cl[Pd]([P](C1=CC=CC=C1)(C2=CC=CC=C2)C3=CC=CC=C3)([P](C4=CC=CC=C4)(C5=CC=CC=C5)C6=CC=CC=C6)Cl (bis(triphenylphosphine)palladium(II) chloride). The solvent is O1CCOCC1 (1,4-dioxane). Run at temperature 100 celsius. Yields the product ClC=1C=C(C=CC1)S(=O)(=O)NC1=C2C(=NC(=C1)C)SC(=C2C2=CC(=CC=C2)OC)C=2C(=NNC2)C (3-Chloro-N-[6-methyl-3-[3-(methyloxy)phenyl]-2-(3-methyl-1H-pyrazol-4-yl)thieno[2,3-b]pyridin-4-yl]benzenesulfonamide). Yield: 15.0%. Reaction SMILES: Br[C:2]1[S:22][C:5]2=[N:6][C:7]([CH3:21])=[CH:8][C:9]([NH:10][S:11]([C:14]3[CH:19]=[CH:18][CH:17]=[C:16]([Cl:20])[CH:15]=3)(=[O:13])=[O:12])=[C:4]2[C:3]=1[C:23]1[CH:28]=[CH:27][CH:26]=[C:25]([O:29][CH3:30])[CH:24]=1.[CH3:31][C:32]1[C:36](B2OC(C)(C)C(C)(C)O2)=[CH:35][NH:34][N:33]=1.C(=O)([O-])[O-].[K+].[K+].O>O1CCOCC1.Cl[Pd](Cl)([P](C1C=CC=CC=1)(C1C=CC=CC=1)C1C=CC=CC=1)[P](C1C=CC=CC=1)(C1C=CC=CC=1)C1C=CC=CC=1>[Cl:20][C:16]1[CH:15]=[C:14]([S:11]([NH:10][C:9]2[CH:8]=[C:7]([CH3:21])[N:6]=[C:5]3[S:22][C:2]([C:36]4[C:32]([CH3:31])=[N:33][NH:34][CH:35]=4)=[C:3]([C:23]4[CH:28]=[CH:27][CH:26]=[C:25]([O:29][CH3:30])[CH:24]=4)[C:4]=23)(=[O:13])=[O:12])[CH:19]=[CH:18][CH:17]=1 |f:2.3.4,^1:61,80|. Procedure details: To a solution of N-{2-bromo-6-methyl-3-[3-(methyloxy)phenyl]thieno[2,3-b]pyridin-4-yl}-3-chlorobenzenesulfonamide (Example 33) (100 mg, 0.191 mmol) in 1,4-dioxane (2 mL) was added 3-methyl-4-(4,4,5,5-tetramethyl-1,3,2-dioxaborolan-2-yl)-1H-pyrazole (59.6 mg, 0.286 mmol), bis(triphenylphosphine)palladium(II) chloride (13.40 mg, 0.019 mmol) and potassium carbonate (79 mg, 0.573 mmol). Water (1 mL) was added and the mixture heated at 100° C. in a microwave for 15 min (×2). The solvent was removed i... The reactants are solid, Cl.O1COC2=C1C=CC=C2C2CCN(CC2)CC[C@@H]2CC[C@H](CC2)N (Trans-4-[2-(4-Benzo[1,3]dioxol-4-yl-piperidin-1-yl)-ethyl]-cyclohexylamine hydrochloride), Cl.O1COC2=C1C=CC=C2C2CCN(CC2)CC[C@@H]2CC[C@H](CC2)N (Trans-4-[2-(4-Benzo[1,3]dioxol-4-yl-piperidin-1-yl)-ethyl]-cyclohexylamine hydrochloride), O1CC(CC1)C(=O)O (tetrahydrofuran-3-carboxylic acid). Procedure: The title compound, white solid (17.6 mg, 60.3%), MS (ISP) m/z=429.2 [(M+H)+], was prepared in accordance with the general method of example 1 from Trans-4-[2-(4-Benzo[1,3]dioxol-4-yl-piperidin-1-yl)-ethyl]-cyclohexylamine hydrochloride (intermediate A) (25 mg, 0.0681 mmol) and tetrahydrofuran-3-carboxylic acid. As a reaction SMILES: Cl.[O:2]1[C:6]2[CH:7]=[CH:8][CH:9]=[C:10]([CH:11]3[CH2:16][CH2:15][N:14]([CH2:17][CH2:18][C@H:19]4[CH2:24][CH2:23][C@H:22]([NH2:25])[CH2:21][CH2:20]4)[CH2:13][CH2:12]3)[C:5]=2[O:4][CH2:3]1.[O:26]1[CH2:30][CH2:29][CH:28]([C:31](O)=[O:32])[CH2:27]1>>[O:2]1[C:6]2[CH:7]=[CH:8][CH:9]=[C:10]([CH:11]3[CH2:16][CH2:15][N:14]([CH2:17][CH2:18][C@H:19]4[CH2:20][CH2:21][C@H:22]([NH:25][C:31]([CH:28]5[CH2:29][CH2:30][O:26][CH2:27]5)=[O:32])[CH2:23][CH2:24]4)[CH2:13][CH2:12]3)[C:5]=2[O:4][CH2:3]1 |f:0.1|. Product: O1COC2=C1C=CC=C2C2CCN(CC2)CC[C@@H]2CC[C@H](CC2)NC(=O)C2COCC2 (Tetrahydro-furan-3-carboxylic acid-trans-{4-[2-(4-benzo[1,3]dioxol-4-yl-piperidin-1-yl)-ethyl]-cyclohexyl}-amide). Starting materials: ClC1=CC=C(C=C1)N1C(=NC(C1)C#N)C1=C(C=C(C=C1)Cl)Cl (1-(4-Chlorophenyl)-2-(2,4-dichlorophenyl)-4,5-dihydro-1H-imidazole-4-carbonitrile), ClC1=CC=C(C=C1)S(=O)(=O)N (4-chlorobenzenesulfonamide), C[Al](C)C (trimethylaluminum), solution, CO.O (methanol water). Run in C1(=CC=CC=C1)C (toluene), C1=CC=CC=C1 (benzene). Run at time 1 hour. Product: ClC1=CC=C(C=C1)N1C(=NC(C1)C(=N)NS(=O)(=O)C1=CC=C(C=C1)Cl)C1=C(C=C(C=C1)Cl)Cl (1-(4-chlorophenyl)-2-(2,4-dichlorophenyl)-N-[(4-chlorophenyl)sulfonyl]-4,5-dihydro-1H-imidazole-4-carboxamidine). The yield is 51.1%. Reaction SMILES: [Cl:1][C:2]1[CH:7]=[CH:6][C:5]([S:8]([NH2:11])(=[O:10])=[O:9])=[CH:4][CH:3]=1.C[Al](C)C.[Cl:16][C:17]1[CH:22]=[CH:21][C:20]([N:23]2[CH2:27][CH:26]([C:28]#[N:29])[N:25]=[C:24]2[C:30]2[CH:35]=[CH:34][C:33]([Cl:36])=[CH:32][C:31]=2[Cl:37])=[CH:19][CH:18]=1.CO.O>C1C=CC=CC=1.C1(C)C=CC=CC=1>[Cl:16][C:17]1[CH:18]=[CH:19][C:20]([N:23]2[CH2:27][CH:26]([C:28]([NH:11][S:8]([C:5]3[CH:4]=[CH:3][C:2]([Cl:1])=[CH:7][CH:6]=3)(=[O:9])=[O:10])=[NH:29])[N:25]=[C:24]2[C:30]2[CH:35]=[CH:34][C:33]([Cl:36])=[CH:32][C:31]=2[Cl:37])=[CH:21][CH:22]=1 |f:3.4|. Procedure details: Part A: To a suspension of 4-chlorobenzenesulfonamide (0.45 gram, 0.00236 mol) in benzene (5 ml) is dropwise added trimethylaluminum (1.2 ml of a 2N solution in toluene, 0.0024 mol) to give a clear solution which is stirred at room temperature for 1 hour. 1-(4-Chlorophenyl)-2-(2,4-dichlorophenyl)-4,5-dihydro-1H-imidazole-4-carbonitrile (0.55 gram, 0.00157 mol) is added and the resulting mixture is heated at 90° C. for 16 hours. After cooling to room temperature a mixture of methanol/water (8/2 (... The reactants are Clc1ccc(Br)cn1, [Li]CCCC, CCCCCC, CCOCC, [Na+], CN(C)C=O, O=C([O-])O. Yields the product O=Cc1ccc(Cl)nc1. Reaction SMILES: [Br:12][c:13]1[cH:14][cH:15][c:16]([Cl:19])[n:17][cH:18]1.[CH2:7]([Li:8])[CH2:9][CH2:10][CH3:11].[CH3:1][CH2:2][CH2:3][CH2:4][CH2:5][CH3:6].[CH3:30][CH2:31][O:32][CH2:33][CH3:34].[Na+:20].[O:25]=[CH:26][N:27]([CH3:28])[CH3:29].[OH:21][C:22](=[O:23])[O-:24]>>[c:13]1([CH:22]=[O:21])[cH:14][cH:15][c:16]([Cl:19])[n:17][cH:18]1. The reactants are 2-lithium-2-butene, BrC(C)=CC (2-bromo-2-butene), [Li] (lithium), O (Water), BrCCCC(=O)OCC (ethyl 4-bromobutanoate). Solvent: CCCCC (pentane). Run at temperature -10 celsius, time 30 minute. The product is OC(C(=CC)C)(C(=CC)C)CCCBr (4-hydroxy-4-(3-bromopropyl)-3.5-dimethyl-2,5-heptadiene). RXN SMILES: Br[C:2](=[CH:4][CH3:5])[CH3:3].[Li].[Br:7][CH2:8][CH2:9][CH2:10][C:11]([O:13]CC)=O.O>CCCCC>[OH:13][C:11]([CH2:10][CH2:9][CH2:8][Br:7])([C:2]([CH3:3])=[CH:4][CH3:5])[C:4]([CH3:5])=[CH:2][CH3:3] |^1:5|. Reported procedure: Analogously to example I, 2-lithium-2-butene was prepared from 2-bromo-2-butene (15.0 g; 0.11 mol) and lithium (2.8 g; 0.26 mol). To the product obtained, ethyl 4-bromobutanoate (11.0 g; 0.056 mol) was added dropwise and with reflux at -40-20° C., followed by stirring for 30 minutes at -20° C. Water (200 ml) and subsequently pentane (100 ml) were slowly added dropwise at -20° C. After separation of the layers the water layer was washed two times with 100 ml of pentane/ether (1/1, v/v), after whi... Reactants: CCOC(=O)c1n[nH]c2c1CCC2(C)C, CO, [Na+], [OH-]. The product is CC1(C)CCc2c(C(=O)O)n[nH]c21. RXN SMILES: [CH2:3]([CH3:4])[O:5][C:6](=[O:7])[c:8]1[n:9][nH:10][c:11]2[c:12]1[CH2:13][CH2:14][C:15]2([CH3:16])[CH3:17].[CH3:18][OH:19].[Na+:2].[OH-:1]>>[O:5]=[C:6]([OH:7])[c:8]1[n:9][nH:10][c:11]2[c:12]1[CH2:13][CH2:14][C:15]2([CH3:16])[CH3:17].